This data is from the Open Reaction Database (ORD), a public repository of structured organic reaction records. The task is: describe an organic reaction: reactants, conditions, products, and yield Procedure: (2-Amino-6-methoxyquinolin-3-yl)(2-methoxyphenyl)methanone (1.1 g, 3.6 mmol) was dissolved in diethylene glycol (15 mL), mixed with hydrazine hydrate (0.56 mL, 18 mmol) and pulverized potassium hydroxide (1.1 g, 19.8 mmol) and heated to 160° C. for 1.5 hours. Run in C(COCCO)O (diethylene glycol). Reaction SMILES: [NH2:1][C:2]1[C:11]([C:12]([C:14]2[CH:19]=[CH:18][CH:17]=[CH:16][C:15]=2[O:20][CH3:21])=O)=[CH:10][C:9]2[C:4](=[CH:5][CH:6]=[C:7]([O:22][CH3:23])[CH:8]=2)[N:3]=1.O.NN.[OH-].[K+]>C(O)COCCO>[CH3:23][O:22][C:7]1[CH:8]=[C:9]2[C:4](=[CH:5][CH:6]=1)[N:3]=[C:2]([NH2:1])[C:11]([CH2:12][C:14]1[CH:19]=[CH:18][CH:17]=[CH:16][C:15]=1[O:20][CH3:21])=[CH:10]2 |f:1.2,3.4|. The reactants are O.NN (hydrazine hydrate), NC1=NC2=CC=C(C=C2C=C1C(=O)C1=C(C=CC=C1)OC)OC ((2-Amino-6-methoxyquinolin-3-yl)(2-methoxyphenyl)methanone), [OH-].[K+] (potassium hydroxide). Conditions: temperature 160 celsius. The product is COC=1C=C2C=C(C(=NC2=CC1)N)CC1=C(C=CC=C1)OC (6-Methoxy-3-(2-methoxybenzyl)quinolin-2-amine). Starting materials: CCCC(=O)Cl, CCOC(C)=O, Cc1ccc(-c2nc3cc(N)ccc3s2)cc1, c1ccncc1. The product is CCCC(=O)Nc1ccc2sc(-c3ccc(C)cc3)nc2c1. Reaction SMILES: [C:18]([CH2:19][CH2:20][CH3:21])(=[O:22])[Cl:23].[CH3:24][CH2:25][O:26][C:27](=[O:28])[CH3:29].[c:1]1([CH3:17])[cH:2][cH:3][c:4](-[c:7]2[s:8][c:9]3[c:10]([n:11]2)[cH:12][c:13]([NH2:16])[cH:14][cH:15]3)[cH:5][cH:6]1.[cH:30]1[cH:31][cH:32][n:33][cH:34][cH:35]1>>[c:1]1([CH3:17])[cH:2][cH:3][c:4](-[c:7]2[s:8][c:9]3[c:10]([n:11]2)[cH:12][c:13]([NH:16][C:18]([CH2:19][CH2:20][CH3:21])=[O:22])[cH:14][cH:15]3)[cH:5][cH:6]1. Starting materials: CN1C([CH2+]=C(C=C1)C1=CC=C(C=C1)F)[O-] (1-Methyl-4-(p-fluorophenyl)-3-pyridiniumolate), C(=C)[S@@](=O)C1=CC=C(C=C1)C ((+)-(R)-p-tolyl vinyl sulphoxide), O1CCOCC1 (dioxane). The product is CN1[C@@H]2C(C(=C[C@H]1[C@@H](C2)S(=O)C2=CC=C(C=C2)C)C2=CC=C(C=C2)F)=O (N-Methyl (1S,5S,6R,RS)-3-(p-fluorophenyl)-6-(p-tolylsulphinyl)-8-azabicyclo[3.2.1]oct-3-en-2-one). RXN SMILES: [CH3:1][N:2]1[CH:7]=[CH:6][C:5]([C:8]2[CH:13]=[CH:12][C:11]([F:14])=[CH:10][CH:9]=2)=[CH2+:4][CH:3]1[O-].[CH:16]([S@:18]([C:20]1[CH:25]=[CH:24][C:23]([CH3:26])=[CH:22][CH:21]=1)=[O:19])=[CH2:17].[O:27]1CCOCC1>>[CH3:1][N:2]1[C@@H:3]2[C@H:16]([S:18]([C:20]3[CH:25]=[CH:24][C:23]([CH3:26])=[CH:22][CH:21]=3)=[O:19])[CH2:17][C@H:7]1[C:6](=[O:27])[C:5]([C:8]1[CH:13]=[CH:12][C:11]([F:14])=[CH:10][CH:9]=1)=[CH:4]2. Procedure details: A solution of 1-methyl-4-(p-fluorophenyl)-3-pyridiniumolate 27 (2.45 g, 12.04 mmol) and (+)-(R)-p-tolyl vinyl sulphoxide (2.00 g, 12.04 mmol).in dioxane (25 mL) was allowed to reflux for 20 hours. The resulting reaction mixture was concentrated under reduced pressure, purified by silica gel flash chromatography, and recrystallized from EtOAc to give the compound 30 as a white solid; [α]25D −77° (c 1.25, CHCl3); Rf0.2 (EtOAc/hexane, 7/3); mp 186° C. (EtOAc); 1H NMR (CDCl3) δ1.64 (dd, H7α, J=8.7 a... Solvent: C(C)O (ethanol). Reactants: C(#N)C1=CC=C(C=C1)C1N(C(N(C(=C1C(=O)OCC)C)C1=CC(=CC=C1)C(F)(F)F)=O)CC1=CC=C(C=C1)\C=C\C(=O)OCC (Ethyl 4-(4-cyanophenyl)-3-{4-[(1E)-3-ethoxy-3-oxoprop-1-en-1-yl]benzyl}-6-methyl-2-oxo-1-[3-(trifluoromethyl)phenyl]-1,2,3,4-tetrahydropyrimidine-5-carboxylate), [OH-].[Na+] (sodium hydroxide), Cl (hydrochloric acid). Yields the product C(=O)(O)/C=C/C1=CC=C(CN2C(N(C(=C(C2C2=CC=C(C=C2)C#N)C(=O)O)C)C2=CC(=CC=C2)C(F)(F)F)=O)C=C1 (3-{4-[(E)-2-Carboxyvinyl]benzyl}-4-(4-cyanophenyl)-6-methyl-2-oxo-1-[3-(trifluoromethyl)phenyl]-1,2,3,4-tetrahydropyrimidine-5-carboxylic acid). Reported procedure: A stirred solution of ethyl 4-(4-cyanophenyl)-3-{4-[(1E)-3-ethoxy-3-oxoprop-1-en-1-yl]benzyl}-6-methyl-2-oxo-1-[3-(trifluoromethyl)phenyl]-1,2,3,4-tetrahydropyrimidine-5-carboxylate (Example 40) (100 mg, 0.16 mmol) in ethanol (2 ml) is treated with 10% aq. sodium hydroxide solution (1 ml). After 16 hours, the pH of the reaction solution is adjusted to 2 with 1 N hydrochloric acid, and the crude product is extracted with ethyl acetate (3×150 ml). The combined organic phases are washed with brine,... Run at time 16 hour. As a reaction SMILES: [C:1]([C:3]1[CH:8]=[CH:7][C:6]([CH:9]2[C:14]([C:15]([O:17]CC)=[O:16])=[C:13]([CH3:20])[N:12]([C:21]3[CH:26]=[CH:25][CH:24]=[C:23]([C:27]([F:30])([F:29])[F:28])[CH:22]=3)[C:11](=[O:31])[N:10]2[CH2:32][C:33]2[CH:38]=[CH:37][C:36](/[CH:39]=[CH:40]/[C:41]([O:43]CC)=[O:42])=[CH:35][CH:34]=2)=[CH:5][CH:4]=1)#[N:2].[OH-].[Na+].Cl>C(O)C>[C:41](/[CH:40]=[CH:39]/[C:36]1[CH:37]=[CH:38][C:33]([CH2:32][N:10]2[CH:9]([C:6]3[CH:5]=[CH:4][C:3]([C:1]#[N:2])=[CH:8][CH:7]=3)[C:14]([C:15]([OH:17])=[O:16])=[C:13]([CH3:20])[N:12]([C:21]3[CH:26]=[CH:25][CH:24]=[C:23]([C:27]([F:29])([F:28])[F:30])[CH:22]=3)[C:11]2=[O:31])=[CH:34][CH:35]=1)([OH:43])=[O:42] |f:1.2|. Yields the product CCOC(=O)C(C)c1ccc(N)cc1. The reactants are C1CCOC1, CCOC(=O)C(C)c1ccc([N+](=O)[O-])cc1, CCO. As a reaction SMILES: [CH2:17]1[O:18][CH2:19][CH2:20][CH2:21]1.[CH2:1]([CH3:2])[O:3][C:4]([CH:5]([CH3:6])[c:7]1[cH:8][cH:9][c:10]([N+:13]([O-:14])=[O:15])[cH:11][cH:12]1)=[O:16].[CH3:22][CH2:23][OH:24]>>[CH2:1]([CH3:2])[O:3][C:4]([CH:5]([CH3:6])[c:7]1[cH:8][cH:9][c:10]([NH2:13])[cH:11][cH:12]1)=[O:16]. Starting materials: C(C)OC(=O)C1(CCNCC1)CCOC (4-(2-methoxy-ethyl)-piperidine-4-carboxylic acid ethyl ester), S1C(=CC=C1)S(=O)(=O)Cl (thiophene-2-sulphonyl chloride), NC1=CC=C(C=C1)OS(=O)(=O)C (methanesulfonic acid 4-amino-phenyl ester). Product: O=C1N(CCC12CCN(CC2)S(=O)(=O)C=2SC=CC2)C2=CC=C(C=C2)OS(=O)(=O)C (Methanesulfonic acid 4-[1-oxo-8-(thiophene-2-sulfonyl)-2,8-diaza-spiro[4.5]dec-2-yl]-phenyl ester). RXN SMILES: C(O[C:4]([C:6]1([CH2:12][CH2:13]OC)[CH2:11][CH2:10][NH:9][CH2:8][CH2:7]1)=[O:5])C.[S:16]1[CH:20]=[CH:19][CH:18]=[C:17]1[S:21](Cl)(=[O:23])=[O:22].[NH2:25][C:26]1[CH:31]=[CH:30][C:29]([O:32][S:33]([CH3:36])(=[O:35])=[O:34])=[CH:28][CH:27]=1>>[O:5]=[C:4]1[C:6]2([CH2:7][CH2:8][N:9]([S:21]([C:17]3[S:16][CH:20]=[CH:19][CH:18]=3)(=[O:23])=[O:22])[CH2:10][CH2:11]2)[CH2:12][CH2:13][N:25]1[C:26]1[CH:31]=[CH:30][C:29]([O:32][S:33]([CH3:36])(=[O:35])=[O:34])=[CH:28][CH:27]=1. Procedure details: Off-white solid. MS (ESI): 471.07 (MH+). This example was prepared in analogy to example 1 step C) to D) from 4-(2-methoxy-ethyl)-piperidine-4-carboxylic acid ethyl ester (example 1 step B)), thiophene-2-sulphonyl chloride and methanesulfonic acid 4-amino-phenyl ester. Product: O=C(CCCc1ccccc1)N1CC=CCC1. Reactants: C1=CCNCC1, CCN=C=NCCCN(C)C, ClCCl, Cl, O=C(O)CCCc1ccccc1. RXN SMILES: [CH2:13]1[CH2:14][CH:15]=[CH:16][CH2:17][NH:18]1.[CH2:20]([N:21]=[C:22]=[N:23][CH2:24][CH2:25][CH2:26][N:27]([CH3:28])[CH3:29])[CH3:30].[CH2:31]([Cl:32])[Cl:33].[ClH:19].[c:1]1([CH2:7][CH2:8][CH2:9][C:10](=[O:11])[OH:12])[cH:2][cH:3][cH:4][cH:5][cH:6]1>>[c:1]1([CH2:7][CH2:8][CH2:9][C:10](=[O:12])[N:18]2[CH2:13][CH2:14][CH:15]=[CH:16][CH2:17]2)[cH:2][cH:3][cH:4][cH:5][cH:6]1. Starting materials: Cl.CNOC (N,O-dimethylhydroxylamine hydrochloride), CC1=NC=C(C(=O)O)C=C1 (6-methylnicotinic acid), ON1N=NC2=C1C=CC=C2 (1-hydroxybenzotriazole), CCN=C=NCCCN(C)C.Cl (N-ethyl-N-(3-dimethylaminopropyl) carbodiimide hydrochloride), CN1CCOCC1 (4-methylmorpholine). The solvent is CN(C)C=O (DMF). Reaction conditions: time 8 hour. Yields the product CON(C(C1=CN=C(C=C1)C)=O)C (N-Methoxy-6,N-dimethylnicotinamide). Isolated yield 29.0%. As a reaction SMILES: [CH3:1][C:2]1[CH:10]=[CH:9][C:5]([C:6](O)=[O:7])=[CH:4][N:3]=1.ON1C2C=CC=CC=2N=N1.CCN=C=NCCCN(C)C.Cl.CN1CCOCC1.Cl.[CH3:41][NH:42][O:43][CH3:44]>CN(C=O)C>[CH3:44][O:43][N:42]([CH3:41])[C:6](=[O:7])[C:5]1[CH:9]=[CH:10][C:2]([CH3:1])=[N:3][CH:4]=1 |f:2.3,5.6|. Procedure details: To a solution of 6-methylnicotinic acid (5.00 g, 36.5 mmol) in DMF (150 mL), 1-hydroxybenzotriazole (4.92 g, 36.5 mmol), N-ethyl-N-(3-dimethylaminopropyl) carbodiimide hydrochloride (8.38 g, 45.7 mmol) and 4-methylmorpholine (16.0 mL, 145.8 mmol) were added under argon atmosphere. The mixture was stirred at room temperature for 30 minutes after which N,O-dimethylhydroxylamine hydrochloride was added (3.55 g, 36.5 mmol). The reaction mixture was stirred at room temperature overnight. The solvent ...